This data is from the Open Reaction Database (ORD), a public repository of structured organic reaction records. The task is: describe an organic reaction: reactants, conditions, products, and yield As a reaction SMILES: [C:1](=[S:3])=S.[NH2:4][C:5]1[CH:6]=[C:7]([CH:12]=[CH:13][C:14]=1[CH2:15][NH2:16])[C:8]([O:10][CH3:11])=[O:9].O>N1C=CC=CC=1>[S:3]=[C:1]1[NH:16][CH2:15][C:14]2[C:5](=[CH:6][C:7]([C:8]([O:10][CH3:11])=[O:9])=[CH:12][CH:13]=2)[NH:4]1. Starting materials: C(=S)=S (Carbon disulfide), NC=1C=C(C(=O)OC)C=CC1CN (methyl 3-amino-4-(aminomethyl)benzoate), O (water). Procedure details: Carbon disulfide (1.36 mL, 22.6 mmol) was added to a solution of methyl 3-amino-4-(aminomethyl)benzoate (2.0 g, 11.3 mmol) in pyridine (10 mL) and the resultant reaction mixture was stirred at 60° C. overnight. After cooling, water was added to the reaction mixture. The solid formed was filtrated to afford methyl 2-thioxo-1,2,3,4-tetrahydroquinazoline-7-carboxylate (2.2 g) which was carried to the next step without further purification. Yield: 87.6%. The solvent is N1=CC=CC=C1 (pyridine). The product is S=C1NC2=CC(=CC=C2CN1)C(=O)OC (methyl 2-thioxo-1,2,3,4-tetrahydroquinazoline-7-carboxylate). Reaction conditions: temperature 60 celsius, time 8 hour. Reactants: ClCC1=CC(=NO1)O (5-chloromethyl-3-hydroxyisoxazole), S(=O)(=O)(Cl)Cl (sulphuryl chloride). Run in C1=CC=CC=C1 (benzene). Product: ClC=1C(=NOC1CCl)O (4-chloro-5-chloromethyl-3-hydroxyisoxazole), crystals. As a reaction SMILES: [Cl:1][CH2:2][C:3]1[O:7][N:6]=[C:5]([OH:8])[CH:4]=1.S(Cl)([Cl:12])(=O)=O>C1C=CC=CC=1>[Cl:12][C:4]1[C:5]([OH:8])=[N:6][O:7][C:3]=1[CH2:2][Cl:1]. Reported procedure: To a solution of 8.01 g of 5-chloromethyl-3-hydroxyisoxazole in 50 ml of benzene were added 10 g of sulphuryl chloride, and then the mixture was refluxed for 10 hours. At the end of this time, the solvent and the excess sulphuryl chloride were distilled off from the reaction mixture, and the residue was dissolved in 50 ml of diethyl ether and washed five times, each time with 20 ml of water. The washed diethyl ether solution was dried over anhydrous sodium sulphate, the solvent was removed by di... The reactants are FC(C1=CC=C(C=C1)C=1C(=CC=CC1)C(=O)Cl)(F)F (4'-(trifluoromethyl)[1,1'-biphenyl]-2-carbonyl chloride), ice, NC1=CC=C(C(=O)N2CC=3N(CC4=C2C=CC=C4)C=CC3)C=C1 (10,11-dihydro-10-(4-aminobenzoyl)-5H-pyrrolo[2,1-c][1,4]benzodiazepine), C(C)(C)N(C(C)C)CC (N,N-diisopropylethylamine). Run in C(Cl)Cl (methylene chloride), C(Cl)Cl (methylene chloride). Conditions: time 18 hour. Yields the product C=1C=CN2C1CN(C1=C(C2)C=CC=C1)C(=O)C1=CC=C(C=C1)NC(=O)C=1C(=CC=CC1)C1=CC=C(C=C1)C(F)(F)F (N-[4-(5H-Pyrrolo[2,1-c][1,4]benzodiazepin-10(11H)ylcarbonyl)phenyl]-4'-(trifluoromethyl)[1,1'-biphenyl]-2-carboxamide). RXN SMILES: [F:1][C:2]([F:19])([F:18])[C:3]1[CH:8]=[CH:7][C:6]([C:9]2[C:10]([C:15](Cl)=[O:16])=[CH:11][CH:12]=[CH:13][CH:14]=2)=[CH:5][CH:4]=1.[NH2:20][C:21]1[CH:42]=[CH:41][C:24]([C:25]([N:27]2[C:33]3[CH:34]=[CH:35][CH:36]=[CH:37][C:32]=3[CH2:31][N:30]3[CH:38]=[CH:39][CH:40]=[C:29]3[CH2:28]2)=[O:26])=[CH:23][CH:22]=1.C(N(CC)C(C)C)(C)C>C(Cl)Cl>[CH:40]1[CH:39]=[CH:38][N:30]2[CH2:31][C:32]3[CH:37]=[CH:36][CH:35]=[CH:34][C:33]=3[N:27]([C:25]([C:24]3[CH:23]=[CH:22][C:21]([NH:20][C:15]([C:10]4[C:9]([C:6]5[CH:7]=[CH:8][C:3]([C:2]([F:19])([F:18])[F:1])=[CH:4][CH:5]=5)=[CH:14][CH:13]=[CH:12][CH:11]=4)=[O:16])=[CH:42][CH:41]=3)=[O:26])[CH2:28][C:29]=12. Procedure details: A solution of 1.14 g of [4'-(trifluoromethyl)[1,1'-biphenyl]-2-carbonyl chloride in 10 ml of methylene chloride is added dropwise to an ice cold solution of 1.0 g of 10,11-dihydro-10-(4-aminobenzoyl)-5H-pyrrolo[2,1-c][1,4]benzodiazepine and 0.52 g of N,N-diisopropylethylamine in 25 ml of methylene chloride. The reaction mixture is stirred at room temperature for 18 hours and washed with water, saturated aqueous NaHCO3 and the organic layer dried(Na2SO4). The organic layer is passed through a pad... Reactants: BrBr (Bromine), crude product, C(C)(=O)C1(CCC1)C(=O)NCC1=CC=CC=C1 (1-acetyl-N-benzylcyclobutanecarboxamide). Solvent: CCCCCC (hexane), C(C)O (ethanol). Run at time 15 minute. Yields the product C(C1=CC=CC=C1)NC(=O)C1(CCC1)C(CBr)=O (N-Benzyl-1-(2-bromoacetyl)cyclobutanecarboxamide). Isolated yield 78.2%. As a reaction SMILES: [Br:1]Br.[C:3]([C:6]1([C:10]([NH:12][CH2:13][C:14]2[CH:19]=[CH:18][CH:17]=[CH:16][CH:15]=2)=[O:11])[CH2:9][CH2:8][CH2:7]1)(=[O:5])[CH3:4]>C(O)C.CCCCCC>[CH2:13]([NH:12][C:10]([C:6]1([C:3](=[O:5])[CH2:4][Br:1])[CH2:9][CH2:8][CH2:7]1)=[O:11])[C:14]1[CH:15]=[CH:16][CH:17]=[CH:18][CH:19]=1. Procedure details: Bromine (0.593 mL, 11.51 mmol) was added dropwise to a 0° C. stirred solution of 1-acetyl-N-benzylcyclobutanecarboxamide (2.22 g, 9.60 mmol) in ethanol (35.5 mL). After 15 minutes, the ice bath was removed. The flask was sealed, and stirring was continued for 6.5 hrs. HPLC and LC/MS after 5 hrs indicated a complete or nearly complete reaction. The reaction was quenched by the addition of 25 mL of sat. aq NaHSO3 soluition. EtOAc was added (50 mL), the layers were separated, the aq layer was extra... Starting materials: ClCC(=O)N1C2=C(NC(C3=C1C=CC=C3)=O)C=CC=N2 (11-(chloroacetyl)-5,11-dihydro-6H-pyrido[2,3-b][1,4]benzodiazepin-6-one), N1(CCOCC1)CC1NCCCC1 (2-[(4-morpholinyl)methyl]piperidine). The solvent is C(C)#N (acetonitrile). Product: N1(CCOCC1)CC1N(CCCC1)CC(=O)N1C2=C(NC(C3=C1C=CC=C3)=O)C=CC=N2 (5,11- Dihydro-11-[[2-[(4-morpholinyl)methyl]-1-piperidinyl]-acetyl]-6H-pyrido[2,3-b][1,4]benzodiazepin-6-one). Reaction SMILES: Cl[CH2:2][C:3]([N:5]1[C:11]2[CH:12]=[CH:13][CH:14]=[CH:15][C:10]=2[C:9](=[O:16])[NH:8][C:7]2[CH:17]=[CH:18][CH:19]=[N:20][C:6]1=2)=[O:4].[N:21]1([CH2:27][CH:28]2[CH2:33][CH2:32][CH2:31][CH2:30][NH:29]2)[CH2:26][CH2:25][O:24][CH2:23][CH2:22]1>C(#N)C>[N:21]1([CH2:27][CH:28]2[CH2:33][CH2:32][CH2:31][CH2:30][N:29]2[CH2:2][C:3]([N:5]2[C:11]3[CH:12]=[CH:13][CH:14]=[CH:15][C:10]=3[C:9](=[O:16])[NH:8][C:7]3[CH:17]=[CH:18][CH:19]=[N:20][C:6]2=3)=[O:4])[CH2:26][CH2:25][O:24][CH2:23][CH2:22]1. Procedure: The title compound is prepared analogously to Example 2 from 11-(chloroacetyl)-5,11-dihydro-6H-pyrido[2,3-b][1,4]benzodiazepin-6-one and 2-[(4-morpholinyl)methyl]piperidine to give colorless crystals, mp. 203°-205° C. (acetonitrile using activated charcoal). The reactants are C(C)(C)NC(C)C (di-isopropylamine), BrC1=C(C=C(C(=O)O)C=C1)Cl (4-bromo-3-chlorobenzoic acid), C(CCC)[Li] (n-Butyllithium), CSSC (Dimethyl disulphide), Cl (Hydrochloric acid). Solvent: O1CCCC1 (tetrahydrofuran), O1CCCC1 (tetrahydrofuran). Conditions: time 0.5 hour. The product is BrC1=C(C(=C(C(=O)O)C=C1)SC)Cl (4-bromo-3-chloro-2-methylsulphenylbenzoic acid). The yield is 34.7%. RXN SMILES: C([Li])CCC.C(NC(C)C)(C)C.[Br:13][C:14]1[CH:22]=[CH:21][C:17]([C:18]([OH:20])=[O:19])=[CH:16][C:15]=1[Cl:23].[CH3:24][S:25]SC.Cl>O1CCCC1>[Br:13][C:14]1[CH:22]=[CH:21][C:17]([C:18]([OH:20])=[O:19])=[C:16]([S:25][CH3:24])[C:15]=1[Cl:23]. Procedure: n-Butyllithium (2.5M in hexane; 8.8 ml) was added to a stirred cooled solution of di-isopropylamine (2.22 g) in dry tetrahydrofuran, maintaining the temperature below -40° C. The mixture was stirred for 0.5 hours then a solution of 4-bromo-3-chlorobenzoic acid (2.36 g) in dry tetrahydrofuran was added. The mixture was stirred at -40° C. for 6 hours. Dimethyl disulphide (2.82 g) was added and the mixture was stirred at -40° C. for 1 hour and at room temperature overnight. Hydrochloric acid (2M) w... Reactants: N1N=CN=C1 (1,2,4-triazole), ClC=1N=C(C2=C(N1)SC(=C2)[N+](=O)[O-])NCC2=CC(=C(C=C2)Cl)Cl (2-chloro-6-nitro-4-(3,4-dichlorobenzylamino)-thieno-[2,3-d]-pyrimidine). Yields the product N1(N=CN=C1)C=1N=C(C2=C(N1)SC(=C2)[N+](=O)[O-])NCC2=CC(=C(C=C2)Cl)Cl (2-(1,2,4-triazol-1-yl)-6-nitro-4-(3,4-dichlorobenzylamino)-thieno-[2,3-d]-pyrimidine). As a reaction SMILES: [NH:1]1[CH:5]=[N:4][CH:3]=[N:2]1.Cl[C:7]1[N:8]=[C:9]([NH:19][CH2:20][C:21]2[CH:26]=[CH:25][C:24]([Cl:27])=[C:23]([Cl:28])[CH:22]=2)[C:10]2[CH:15]=[C:14]([N+:16]([O-:18])=[O:17])[S:13][C:11]=2[N:12]=1>>[N:1]1([C:7]2[N:8]=[C:9]([NH:19][CH2:20][C:21]3[CH:26]=[CH:25][C:24]([Cl:27])=[C:23]([Cl:28])[CH:22]=3)[C:10]3[CH:15]=[C:14]([N+:16]([O-:18])=[O:17])[S:13][C:11]=3[N:12]=2)[CH:5]=[N:4][CH:3]=[N:2]1. Reported procedure: Following the procedure of Example 97, the reaction of 1,2,4-triazole with 2-chloro-6-nitro-4-(3,4-dichlorobenzylamino)-thieno-[2,3-d]-pyrimidine gives 2-(1,2,4-triazol-1-yl)-6-nitro-4-(3,4-dichlorobenzylamino)-thieno-[2,3-d]-pyrimidine. Reactants: O=C([O-])O, CSc1nccc(Cl)n1, I, [Na+], O. Product: CSc1nccc(I)n1. As a reaction SMILES: [C:11](=[O:12])([OH:13])[O-:14].[Cl:1][c:2]1[n:3][c:4]([S:8][CH3:9])[n:5][cH:6][cH:7]1.[IH:16].[Na+:15].[OH2:10]>>[c:2]1([I:16])[n:3][c:4]([S:8][CH3:9])[n:5][cH:6][cH:7]1. Procedure details: (see, e.g., WO2013039988A1). To a suspension of 10% Pd/C (70 mg) in EtOH (5 mL) was added 52 (186 mg, 0.38 mmol) dissolved in THF (1.5 mL). The suspension was stirred under an atmosphere of hydrogen (ca. 1 atm, balloon) overnight. The suspension was filtered through a pad of celite and the filtrate was concentrated under reduced pressure to provide the title compound (159 mg, 84%) as a light brown oil. Crude was used in the next reaction without further purification. 1H NMR (500 MHz, CDCl3) δ 7.... The reagents and catalysts are [Pd] (Pd/C). The reactants are CC1=NN(C=2N=C(C=C(C21)C(=O)OCC)\C=C\C2=CC=CC=C2)CC2=CC=C(C=C2)OC2=CC=CC=C2 ((E)-Ethyl 3-methyl-1-(4-phenoxybenzyl)-6-styryl-1H-pyrazolo[3,4-b]pyridine-4-carboxylate). Yield: 85.1%. The product is CC1=NN(C=2N=C(C=C(C21)C(=O)OCC)CCC2=CC=CC=C2)CC2=CC=C(C=C2)OC2=CC=CC=C2 (Ethyl 3-methyl-6-phenethyl-1-(4-phenoxybenzyl)-1H-pyrazolo[3,4-b]pyridine-4-carboxylate). Run in CCO (EtOH), C1CCOC1 (THF). RXN SMILES: [CH3:1][C:2]1[C:10]2[C:9]([C:11]([O:13][CH2:14][CH3:15])=[O:12])=[CH:8][C:7](/[CH:16]=[CH:17]/[C:18]3[CH:23]=[CH:22][CH:21]=[CH:20][CH:19]=3)=[N:6][C:5]=2[N:4]([CH2:24][C:25]2[CH:30]=[CH:29][C:28]([O:31][C:32]3[CH:37]=[CH:36][CH:35]=[CH:34][CH:33]=3)=[CH:27][CH:26]=2)[N:3]=1>CCO.C1COCC1.[Pd]>[CH3:1][C:2]1[C:10]2[C:9]([C:11]([O:13][CH2:14][CH3:15])=[O:12])=[CH:8][C:7]([CH2:16][CH2:17][C:18]3[CH:23]=[CH:22][CH:21]=[CH:20][CH:19]=3)=[N:6][C:5]=2[N:4]([CH2:24][C:25]2[CH:26]=[CH:27][C:28]([O:31][C:32]3[CH:37]=[CH:36][CH:35]=[CH:34][CH:33]=3)=[CH:29][CH:30]=2)[N:3]=1. Conditions: time 8 hour. The reactants are NC1=CC=C(C=C1)C1=C(NC2=CN=CC=C21)C(=O)N (3-(4-aminophenyl)-1H-pyrrolo[2,3-c]pyridine-2-carboxamide), FC(C1=CC=C(C=C1)N=C=O)(F)F (4-trifluoromethylphenyl isocyanate). The product is solid, FC(C1=CC=C(C=C1)NC(NC1=CC=C(C=C1)C1=C(NC2=CN=CC=C21)C(=O)N)=O)(F)F (3-{4-[3-(4-trifluoromethylphenyl)ureido]phenyl}-1H-pyrrolo[2,3-c]pyridine-2-carboxamide). As a reaction SMILES: [NH2:1][C:2]1[CH:7]=[CH:6][C:5]([C:8]2[C:16]3[C:11](=[CH:12][N:13]=[CH:14][CH:15]=3)[NH:10][C:9]=2[C:17]([NH2:19])=[O:18])=[CH:4][CH:3]=1.[F:20][C:21]([F:32])([F:31])[C:22]1[CH:27]=[CH:26][C:25]([N:28]=[C:29]=[O:30])=[CH:24][CH:23]=1>>[F:20][C:21]([F:31])([F:32])[C:22]1[CH:23]=[CH:24][C:25]([NH:28][C:29](=[O:30])[NH:1][C:2]2[CH:3]=[CH:4][C:5]([C:8]3[C:16]4[C:11](=[CH:12][N:13]=[CH:14][CH:15]=4)[NH:10][C:9]=3[C:17]([NH2:19])=[O:18])=[CH:6][CH:7]=2)=[CH:26][CH:27]=1. Procedure: 91 mg of solid yellow 3-{4-[3-(4-trifluoromethylphenyl)ureido]phenyl}-1H-pyrrolo[2,3-c]pyridine-2-carboxamide are prepared as described in Example 1 starting with 3-(4-aminophenyl)-1H-pyrrolo[2,3-c]pyridine-2-carboxamide and 4-trifluoromethylphenyl isocyanate.